Dataset: the Open Reaction Database (ORD), a public repository of structured organic reaction records. Task: describe an organic reaction: reactants, conditions, products, and yield Starting materials: C(C)(C)(C)C=1C=CC2=C(NC(=N2)Cl)C1 (6-tert-Butyl-2-chloro-1H-benzoimidazole), Cl.ClC=1C(=NC=CC1)N1CCNCC1 (1-(3-chloropyridin-2-yl)piperazine hydrochloride), C(C)(C)N(C(C)C)CC (N,N-diisopropylethylamine). The product is C(C)(C)(C)C=1C=CC2=C(NC(=N2)N2CCN(CC2)C2=C(C=NC=C2)Cl)C1 (6-tert-Butyl-2-[4-(3-chloropyridin-4-yl)piperazin-1-yl]-1H-benzoimidazole). RXN SMILES: [C:1]([C:5]1[CH:6]=[CH:7][C:8]2[N:12]=[C:11](Cl)[NH:10][C:9]=2[CH:14]=1)([CH3:4])([CH3:3])[CH3:2].Cl.[Cl:16][C:17]1[C:18]([N:23]2[CH2:28][CH2:27][NH:26][CH2:25][CH2:24]2)=NC=C[CH:22]=1.[CH:29]([N:32](CC)C(C)C)(C)[CH3:30]>>[C:1]([C:5]1[CH:6]=[CH:7][C:8]2[N:12]=[C:11]([N:26]3[CH2:25][CH2:24][N:23]([C:18]4[CH:30]=[CH:29][N:32]=[CH:22][C:17]=4[Cl:16])[CH2:28][CH2:27]3)[NH:10][C:9]=2[CH:14]=1)([CH3:4])([CH3:3])[CH3:2] |f:1.2|. Procedure details: The benzoimidazole from step (b) above (0.209 g, 1 mmol), 1-(3-chloropyridin-2-yl)piperazine hydrochloride (0.304 g, 1.3 mmol, Example 3b) and N,N-diisopropylethylamine (0.45 mL, 2.6 mmol, Aldrich) were reacted under the conditions of Example 1d to give the title compound as a yellow amorphous solid. MS (ESI, pos. ion) m/z: 371 (M+1). The reactants are CCOC(C)=O, CCOC(=O)C(CCC(=O)c1ccc(Cl)cc1)NC(=O)OC(C)(C)C, Cl. Product: CCOC(=O)C1CCC(c2ccc(Cl)cc2)N1. RXN SMILES: [C:26]([O:27][CH2:28][CH3:29])(=[O:30])[CH3:31].[CH2:1]([CH3:2])[O:3][C:4]([CH:5]([CH2:6][CH2:7][C:8]([c:10]1[cH:11][cH:12][c:13]([Cl:16])[cH:14][cH:15]1)=[O:24])[NH:17][C:9]([O:18][C:19]([CH3:20])([CH3:21])[CH3:22])=[O:23])=[O:25].[ClH:32]>>[CH2:1]([CH3:2])[O:3][C:4]([CH:5]1[CH2:6][CH2:7][CH:8]([c:10]2[cH:11][cH:12][c:13]([Cl:16])[cH:14][cH:15]2)[NH:17]1)=[O:25]. Reactants: C(=O)C1=C(OC(C(=O)OC)C)C=CC(=C1)CC (methyl 2-(2-formyl-4-ethylphenoxy)propionate), [BH4-].[Na+] (sodium borohydride), C[O-].[Na+] (sodium methoxide). Run in CO (methanol). Product: OCC1=C(OC(C(=O)OC)C)C=CC(=C1)CC (methyl 2-(2-hydroxymethyl-4-ethylphenoxy)propionate). Yield: 52.1%. Reaction SMILES: [CH:1]([C:3]1[CH:15]=[C:14]([CH2:16][CH3:17])[CH:13]=[CH:12][C:4]=1[O:5][CH:6]([CH3:11])[C:7]([O:9][CH3:10])=[O:8])=[O:2].[BH4-].[Na+].C[O-].[Na+]>CO>[OH:2][CH2:1][C:3]1[CH:15]=[C:14]([CH2:16][CH3:17])[CH:13]=[CH:12][C:4]=1[O:5][CH:6]([CH3:11])[C:7]([O:9][CH3:10])=[O:8] |f:1.2,3.4|. Procedure: By the method of Example 1, Step G, 49.16 grams (0.21 mole) of methyl 2-(2-formyl-4-ethylphenoxy)propionate, 2.04 grams (0.054 mole) of sodium borohydride, and 0.79 gram (0.0147 mole) of sodium methoxide were reacted in 100 mL of methanol, yielding 26.06 grams of methyl 2-(2-hydroxymethyl-4-ethylphenoxy)propionate. The NMR spectrum was consistent with the proposed spectrum. Reactants: CS(=O)(=O)Cc1nccn1CCCCc1ccc(O)cc1, Fc1cccc(F)c1C=Cc1nc(CCl)co1, [H-], [Na+]. Yields the product CS(=O)(=O)Cc1nccn1CCCCc1ccc(OCc2coc(C=Cc3c(F)cccc3F)n2)cc1. Reaction SMILES: [CH3:18][S:19](=[O:20])(=[O:21])[CH2:22][c:23]1[n:24]([CH2:28][CH2:29][CH2:30][CH2:31][c:32]2[cH:33][cH:34][c:35]([OH:38])[cH:36][cH:37]2)[cH:25][cH:26][n:27]1.[Cl:1][CH2:2][c:3]1[n:4][c:5]([CH:8]=[CH:9][c:10]2[c:11]([F:17])[cH:12][cH:13][cH:14][c:15]2[F:16])[o:6][cH:7]1.[H-:39].[Na+:40]>>[CH2:2]([c:3]1[n:4][c:5]([CH:8]=[CH:9][c:10]2[c:11]([F:17])[cH:12][cH:13][cH:14][c:15]2[F:16])[o:6][cH:7]1)[O:38][c:35]1[cH:34][cH:33][c:32]([CH2:31][CH2:30][CH2:29][CH2:28][n:24]2[c:23]([CH2:22][S:19]([CH3:18])(=[O:20])=[O:21])[n:27][cH:26][cH:25]2)[cH:37][cH:36]1. As a reaction SMILES: [OH-].[Na+].C([O:6][CH2:7][C:8]1[C:13]([CH3:14])=[C:12]([O:15][CH2:16][CH2:17][CH2:18][O:19][CH3:20])[CH:11]=[CH:10][N:9]=1)(=O)C>C(O)C>[OH:6][CH2:7][C:8]1[C:13]([CH3:14])=[C:12]([O:15][CH2:16][CH2:17][CH2:18][O:19][CH3:20])[CH:11]=[CH:10][N:9]=1 |f:0.1|. Reactants: [OH-].[Na+] (sodium hydroxide), C(C)(=O)OCC1=NC=CC(=C1C)OCCCOC (2-acetoxymethyl-4-(3-methoxypropoxy)-3-methylpyridine). Run in C(C)O (ethanol). Yields the product OCC1=NC=CC(=C1C)OCCCOC (2-hydroxymethyl-4-(3-methoxypropoxy)-3-methylpyridine). Run at temperature 50 celsius, time 1 hour. Reported procedure: 500 mg of sodium hydroxide and 15 cc of ethanol were added to the 2-acetoxymethyl-4-(3-methoxypropoxy)-3-methylpyridine prepared above. The obtained mixture was stirred at 50° C. for one hour. After the completion of the reaction, the reaction mixture was distilled to remove the ethanol, followed by the addition of water. The obtained mixture was extracted with chloroform. The obtained chloroform layer was concentrated to obtain 450 mg of 2-hydroxymethyl-4-(3-methoxypropoxy)-3-methylpyridine as ...